The task is: describe an organic reaction: reactants, conditions, products, and yield. This data is from the Open Reaction Database (ORD), a public repository of structured organic reaction records. Reactants: CN(CCCOC(=O)N1CCCOC2=C1C=CC(=C2)N)C (3-amino-7,8-dihydro-6H-5-oxa-9-aza-benzocycloheptene-9-carboxylic acid 3-dimethylamino-propyl ester), CNC(=O)C=1SC=CC1NC1=NC(=NC=C1Cl)Cl (3-(2,5-dichloro-pyrimidin-4-ylamino)-thiophene-2-carboxylic acid methylamide). Yields the product CN(CCCOC(=O)N1CCCOC2=C1C=CC(=C2)NC2=NC=C(C(=N2)NC2=C(SC=C2)C(NC)=O)Cl)C (3-[5-Chloro-4-(2-methylcarbamoyl-thiophen-3-ylamino)-pyrimidin-2-ylamino]-7,8-dihydro-6H-5-oxa-9-aza-benzocycloheptene-9-carboxylic acid 3-dimethylamino-propyl ester), foam. Yield: 52.0%. As a reaction SMILES: [CH3:1][N:2]([CH3:21])[CH2:3][CH2:4][CH2:5][O:6][C:7]([N:9]1[C:15]2[CH:16]=[CH:17][C:18]([NH2:20])=[CH:19][C:14]=2[O:13][CH2:12][CH2:11][CH2:10]1)=[O:8].[CH3:22][NH:23][C:24]([C:26]1[S:27][CH:28]=[CH:29][C:30]=1[NH:31][C:32]1[C:37]([Cl:38])=[CH:36][N:35]=[C:34](Cl)[N:33]=1)=[O:25]>>[CH3:21][N:2]([CH3:1])[CH2:3][CH2:4][CH2:5][O:6][C:7]([N:9]1[C:15]2[CH:16]=[CH:17][C:18]([NH:20][C:34]3[N:33]=[C:32]([NH:31][C:30]4[CH:29]=[CH:28][S:27][C:26]=4[C:24](=[O:25])[NH:23][CH3:22])[C:37]([Cl:38])=[CH:36][N:35]=3)=[CH:19][C:14]=2[O:13][CH2:12][CH2:11][CH2:10]1)=[O:8]. Reported procedure: 3-[5-Chloro-4-(2-methylcarbamoyl-thiophen-3-ylamino)-pyrimidin-2-ylamino]-7,8-dihydro-6H-5-oxa-9-aza-benzocycloheptene-9-carboxylic acid 3-dimethylamino-propyl ester was prepared from 3-amino-7,8-dihydro-6H-5-oxa-9-aza-benzocycloheptene-9-carboxylic acid 3-dimethylamino-propyl ester and 3-(2,5-dichloro-pyrimidin-4-ylamino)-thiophene-2-carboxylic acid methylamide in an analogous manner to Example 1410. Product isolated as an orange foam (85 mg, 52%). LCMS (m/e) 560 (M+H); 1H-NMR (d6-DMSO, 400 MHz... The reactants are BrC1=C(N(N=C1)C)C=1C=C(C=CC1OCCN1CCCCC1)N (3-(4-bromo-2-methyl-2H-pyrazol-3-yl)-4-(2-piperidin-1-yl-ethoxy)-phenylamine), ClC=1OC2=C(N1)C=CC=C2 (2-chlorobenzoxazole), CCN(C(C)C)C(C)C (DIEA). Run in C(C)(C)O (isopropanol). Run at temperature 60 celsius. The product is O1C(=NC2=C1C=CC=C2)NC2=CC(=C(C=C2)OCCN2CCCCC2)C=2N(N=CC2Br)C (benzooxazol-2-yl-[3-(4-bromo-2-methyl-2H-pyrazol-3-yl)-4-(2-piperidin-1-yl-ethoxy)-phenyl]-amine). Yield: 18.4%. As a reaction SMILES: [Br:1][C:2]1[CH:6]=[N:5][N:4]([CH3:7])[C:3]=1[C:8]1[CH:9]=[C:10]([NH2:23])[CH:11]=[CH:12][C:13]=1[O:14][CH2:15][CH2:16][N:17]1[CH2:22][CH2:21][CH2:20][CH2:19][CH2:18]1.Cl[C:25]1[O:26][C:27]2[CH:33]=[CH:32][CH:31]=[CH:30][C:28]=2[N:29]=1.CCN(C(C)C)C(C)C>C(O)(C)C>[O:26]1[C:27]2[CH:33]=[CH:32][CH:31]=[CH:30][C:28]=2[N:29]=[C:25]1[NH:23][C:10]1[CH:11]=[CH:12][C:13]([O:14][CH2:15][CH2:16][N:17]2[CH2:18][CH2:19][CH2:20][CH2:21][CH2:22]2)=[C:8]([C:3]2[N:4]([CH3:7])[N:5]=[CH:6][C:2]=2[Br:1])[CH:9]=1. Procedure: To a mixture of 3-(4-bromo-2-methyl-2H-pyrazol-3-yl)-4-(2-piperidin-1-yl-ethoxy)-phenylamine (0.034 g, 0.09 mmol) and 2-chlorobenzoxazole (0.016 g, 0.11 mmol) in isopropanol (1 mL), DIEA (0.031 mL, 0.18 mmol)) was added. The reaction mixture was heated at 60° C. for 4 days, concentrated then subjected to a purification by prep HPLC. The corresponding fractions were collected and lyophilized to afford Compound 199 (TFA salt) as an off-white solid in 18.4% yield. LCMS m/z (%)=496 (M+H 79Br, 90), 4... Starting materials: CCCCCCCCC#Cc1ccc(C=O)cc1, CC(=O)O[BH-](OC(C)=O)OC(C)=O, C1CCOC1, CO, ClCCl, NCCc1ccccc1F, [Mg+2], [Na+], O=S(=O)([O-])[O-]. Yields the product CCCCCCCCC#Cc1ccc(CNCCc2ccccc2F)cc1. Reaction SMILES: [C:1](#[C:2][CH2:3][CH2:4][CH2:5][CH2:6][CH2:7][CH2:8][CH2:9][CH3:10])[c:11]1[cH:12][cH:13][c:14]([CH:15]=[O:16])[cH:17][cH:18]1.[C:35]([O:36][BH-:37]([O:38][C:39](=[O:40])[CH3:41])[O:42][C:43](=[O:44])[CH3:45])(=[O:46])[CH3:47].[CH2:49]1[O:50][CH2:51][CH2:52][CH2:53]1.[CH3:54][OH:55].[Cl:56][CH2:57][Cl:58].[F:19][c:20]1[c:21]([CH2:26][CH2:27][NH2:28])[cH:22][cH:23][cH:24][cH:25]1.[Mg+2:29].[Na+:48].[O-:30][S:31]([O-:32])(=[O:33])=[O:34]>>[C:1](#[C:2][CH2:3][CH2:4][CH2:5][CH2:6][CH2:7][CH2:8][CH2:9][CH3:10])[c:11]1[cH:12][cH:13][c:14]([CH2:15][NH:28][CH2:27][CH2:26][c:21]2[c:20]([F:19])[cH:25][cH:24][cH:23][cH:22]2)[cH:17][cH:18]1. The reactants are Nc1cc(Cl)nc(Cl)c1, O, O=[N+]([O-])O, O=S(=O)(O)O. Yields the product O=[N+]([O-])Nc1cc(Cl)nc(Cl)c1. RXN SMILES: [Cl:1][c:2]1[n:3][c:4]([Cl:9])[cH:5][c:6]([NH2:8])[cH:7]1.[OH2:14].[OH:10][N+:11]([O-:12])=[O:13].[S:15](=[O:16])(=[O:17])([OH:18])[OH:19]>>[Cl:1][c:2]1[n:3][c:4]([Cl:9])[cH:5][c:6]([NH:8][N+:11](=[O:10])[O-:12])[cH:7]1. The reactants are C(C1=CC=CC=C1)OC1=CC=C(C=C1)C1=C(C=2C(=NC=C(C2NCCN2CCN(CC2)C(=O)OC(C)(C)C)C#N)O1)C1=CC=CC=C1 (tert-butyl 4-(2-(2-(4-(benzyloxy)phenyl)-5-cyano-3-phenylfuro[2,3-b]pyridin-4-ylamino)ethyl)piperazine-1-carboxylate), [H][H] (hydrogen). Reagents/catalysts: [Pd] (Pd on carbon). The solvent is CCOC(=O)C (EtOAc). Yields the product C(#N)C=1C(=C2C(=NC1)OC(=C2C2=CC=CC=C2)C2=CC=C(C=C2)O)NCCN2CCN(CC2)C(=O)OC(C)(C)C (tert-butyl 4-(2-(5-cyano-2-(4-hydroxyphenyl)-3-phenylfuro[2,3-b]pyridin-4-ylamino)ethyl)piperazine-1-carboxylate). Reaction SMILES: C([O:8][C:9]1[CH:14]=[CH:13][C:12]([C:15]2[O:41][C:18]3=[N:19][CH:20]=[C:21]([C:39]#[N:40])[C:22]([NH:23][CH2:24][CH2:25][N:26]4[CH2:31][CH2:30][N:29]([C:32]([O:34][C:35]([CH3:38])([CH3:37])[CH3:36])=[O:33])[CH2:28][CH2:27]4)=[C:17]3[C:16]=2[C:42]2[CH:47]=[CH:46][CH:45]=[CH:44][CH:43]=2)=[CH:11][CH:10]=1)C1C=CC=CC=1.[H][H]>CCOC(C)=O.[Pd]>[C:39]([C:21]1[C:22]([NH:23][CH2:24][CH2:25][N:26]2[CH2:31][CH2:30][N:29]([C:32]([O:34][C:35]([CH3:38])([CH3:37])[CH3:36])=[O:33])[CH2:28][CH2:27]2)=[C:17]2[C:16]([C:42]3[CH:43]=[CH:44][CH:45]=[CH:46][CH:47]=3)=[C:15]([C:12]3[CH:13]=[CH:14][C:9]([OH:8])=[CH:10][CH:11]=3)[O:41][C:18]2=[N:19][CH:20]=1)#[N:40]. Procedure details: A mixture of 8c (200 mg, 0.303 mmol, 1.0 equiv) and 10% Pd on carbon (30 mg) in EtOAc at 25° C. was exposed to a hydrogen atmosphere (balloon). Upon consumption of the starting material as indicated by TCL, the mixture was filtered and solvent removed in vacuo. The resulting phenol 8b was advanced without further purification. MS (MH+) 540; Calculated 539.3 for C31H33N5O4. Starting materials: ClCc1ccccc1, CCO, [K+], [OH-], O, Cc1ccccc1C(=O)Nc1cccc(O)c1. Product: Cc1ccccc1C(=O)Nc1cccc(OCc2ccccc2)c1. RXN SMILES: [CH2:20]([c:21]1[cH:22][cH:23][cH:24][cH:25][cH:26]1)[Cl:27].[CH3:29][CH2:30][OH:31].[K+:19].[OH-:18].[OH2:28].[OH:1][c:2]1[cH:3][c:4]([NH:5][C:6]([c:7]2[c:8]([CH3:13])[cH:9][cH:10][cH:11][cH:12]2)=[O:14])[cH:15][cH:16][cH:17]1>>[O:1]([c:2]1[cH:3][c:4]([NH:5][C:6]([c:7]2[c:8]([CH3:13])[cH:9][cH:10][cH:11][cH:12]2)=[O:14])[cH:15][cH:16][cH:17]1)[CH2:20][c:21]1[cH:22][cH:23][cH:24][cH:25][cH:26]1. Starting materials: CO, CC1COc2cccc(NC(=O)C(F)(F)F)c21, C1CCOC1, O. The product is CC1COc2cccc(N)c21. Reaction SMILES: [CH3:23][OH:24].[F:1][C:2]([F:3])([F:4])[C:16]([NH:5][c:6]1[cH:7][cH:8][cH:9][c:10]2[c:11]1[CH:12]([CH3:15])[CH2:13][O:14]2)=[O:17].[O:18]1[CH2:19][CH2:20][CH2:21][CH2:22]1.[OH2:25]>>[NH2:5][c:6]1[cH:7][cH:8][cH:9][c:10]2[c:11]1[CH:12]([CH3:15])[CH2:13][O:14]2.